From a dataset of the Open Reaction Database (ORD), a public repository of structured organic reaction records. describe an organic reaction: reactants, conditions, products, and yield The reactants are CO, [Na+], COC(=O)C1CCOCC1, [OH-], O. Product: O=C(O)C1CCOCC1. RXN SMILES: [CH3:13][OH:14].[Na+:2].[O:3]1[CH2:4][CH2:5][CH:6]([C:9](=[O:10])[O:11][CH3:12])[CH2:7][CH2:8]1.[OH-:1].[OH2:15]>>[O:3]1[CH2:4][CH2:5][CH:6]([C:9](=[O:10])[OH:11])[CH2:7][CH2:8]1. The reactants are C([O-])([O-])=O.[K+].[K+] (potassium carbonate), N1=CC=CC=C1 (pyridine), ( 4 ), C1(=CC=C(C=C1)S(=O)(=O)Cl)C (p-toluenesulfonyl chloride). Reagents/catalysts: [Pd] (palladium). The solvent is CN(C=O)C (dimethylformamide). The product is ( 5 ), OCC1NS(CC1)(=O)=O (3-(hydroxymethyl)isothiazolidine 1,1-dioxide). As a reaction SMILES: C1(C)C=C[C:4]([S:7](Cl)(=[O:9])=[O:8])=[CH:3][CH:2]=1.[C:12](=[O:15])([O-])[O-].[K+].[K+].[N:18]1C=CC=CC=1>CN(C)C=O.[Pd]>[OH:15][CH2:12][CH:2]1[CH2:3][CH2:4][S:7](=[O:9])(=[O:8])[NH:18]1 |f:1.2.3|. Procedure: The preparation of intermediate III is seen to involve the following steps: (1) the Grignard reaction of vinylmagnesium bromide with phenoxyacetaldehyde and subsequent acetylation of the complex to yield 4-benzyloxy-3-acetoxy-1-butene; (2) the free radical addition of thiolacetic acid to the double bond of the latter product to yield S-acetyl-3-acetoxy-4-benzyloxy-1-butanethiol; (3) the oxidation of the thiol with chlorine in aqueous acetic acid and reaction of the resulting sulfonyl chloride wi... Reactants: Pb(OAc)2, Pb, FeCl2, [N+](=O)([O-])C=1C=C(C(=O)OCC#C)C=CC1 (propargyl 3-nitrobenzoate), [H][H] (hydrogen). Reagents/catalysts: catalyst. The solvent is C(C)C(=O)C (methyl ethyl ketone). Run at time 14 hour. The product is NC=1C=C(C(=O)OCC#C)C=CC1 (propargyl 3-aminobenzoate). Yield: 65.3%. Reaction SMILES: [N+:1]([C:4]1[CH:5]=[C:6]([CH:13]=[CH:14][CH:15]=1)[C:7]([O:9][CH2:10][C:11]#[CH:12])=[O:8])([O-])=O.[H][H]>C(C(C)=O)C>[NH2:1][C:4]1[CH:5]=[C:6]([CH:13]=[CH:14][CH:15]=1)[C:7]([O:9][CH2:10][C:11]#[CH:12])=[O:8]. Reported procedure: In a stirred autoclave, 0.5 g of a catalyst prepared according to Example H1 and containing 0.182 g of Pb(OAc)2 3H2O (corresponding to 2% Pb), and 50 mg (0.5mol %) of FeCl2 4H2O are added to a solution of 10.4 g of propargyl 3-nitrobenzoate in 100 ml of methyl ethyl ketone. The mixture is then hydrogenated for 14 hours at a temperature of 140° C. and at a hydrogen pressure of 20 bar. The catalyst is filtered off, the solvent is distilled off and the remaining mixture is purified by column chroma... Reactants: CCS(=O)(=O)NC(=O)c1cccc([N+](=O)[O-])c1, CCO, O. The product is CCS(=O)(=O)NC(=O)c1cccc(N)c1. Reaction SMILES: [CH2:1]([CH3:2])[S:3](=[O:4])(=[O:5])[NH:6][C:7](=[O:8])[c:9]1[cH:10][c:11]([N+:15]([O-:16])=[O:17])[cH:12][cH:13][cH:14]1.[CH3:19][CH2:20][OH:21].[OH2:18]>>[CH2:1]([CH3:2])[S:3](=[O:4])(=[O:5])[NH:6][C:7](=[O:8])[c:9]1[cH:10][c:11]([NH2:15])[cH:12][cH:13][cH:14]1.